The task is: describe an organic reaction: reactants, conditions, products, and yield. This data is from the Open Reaction Database (ORD), a public repository of structured organic reaction records. The reactants are CCOC(C)=O, CCCCCC, CC(CO)(c1ccc(Cl)cc1)C(F)F, Fc1ccc(CBr)cc1Oc1ccccc1, [H-], [Na+]. Yields the product CC(COCc1ccc(F)c(Oc2ccccc2)c1)(c1ccc(Cl)cc1)C(F)F. Reaction SMILES: [C:33]([O:34][CH2:35][CH3:36])(=[O:37])[CH3:38].[CH3:39][CH2:40][CH2:41][CH2:42][CH2:43][CH3:44].[Cl:3][c:4]1[cH:5][cH:6][c:7]([C:10]([CH2:11][OH:12])([CH3:13])[CH:14]([F:15])[F:16])[cH:8][cH:9]1.[F:17][c:18]1[c:19]([O:26][c:27]2[cH:28][cH:29][cH:30][cH:31][cH:32]2)[cH:20][c:21]([CH2:22][Br:23])[cH:24][cH:25]1.[H-:1].[Na+:2]>>[Cl:3][c:4]1[cH:5][cH:6][c:7]([C:10]([CH2:11][O:12][CH2:22][c:21]2[cH:20][c:19]([O:26][c:27]3[cH:28][cH:29][cH:30][cH:31][cH:32]3)[c:18]([F:17])[cH:25][cH:24]2)([CH3:13])[CH:14]([F:15])[F:16])[cH:8][cH:9]1. Reactants: C(C)(C)(C)C=1SC(=NN1)N=C=O (2-t-Butyl-1,3,4-thiadiazol-5-yl isocyanate), O1C(OCC1)CNCC (N-(1,3-dioxolan-2-ylmethyl)-N-ethylamine). Solvent: C1=CC=CC=C1 (benzene). Conditions: time 1 hour. Yields the product C(C)(C)(C)C=1SC(=NN1)NC(=O)N(CC)CC1OCCO1 (N-(2-t-butyl-1,3,4-thiadiazol-5-yl) -N'-(1,3-dioxolan-2-ylmethyl)-N'-ethylurea). RXN SMILES: [C:1]([C:5]1[S:6][C:7]([N:10]=[C:11]=[O:12])=[N:8][N:9]=1)([CH3:4])([CH3:3])[CH3:2].[O:13]1[CH2:17][CH2:16][O:15][CH:14]1[CH2:18][NH:19][CH2:20][CH3:21]>C1C=CC=CC=1>[C:1]([C:5]1[S:6][C:7]([NH:10][C:11]([N:19]([CH2:18][CH:14]2[O:15][CH2:16][CH2:17][O:13]2)[CH2:20][CH3:21])=[O:12])=[N:8][N:9]=1)([CH3:4])([CH3:2])[CH3:3]. Procedure details: 2-t-Butyl-1,3,4-thiadiazol-5-yl isocyanate dimer (3grams) and a solution of N-(1,3-dioxolan-2-ylmethyl)-N-ethylamine (2 grams) in benzene (10 ml) are charged into a glass reaction vessel equipped with a mechanical stirrer and thermometer. The mixture is warmed on a steam bath with stirring for a period of about 1 hour. After this time the mixture is stripped of solvent under reduced pressure to yield a solid residue. The residue is recrystallized to yield the desired product N-(2-t-butyl-1,3,4-t... Starting materials: S(O)(O)(=O)=O (sulfuric acid), FC1=C(C(=O)C2=CC=NC=C2C(=O)O)C=C(C=C1)F (4-(2',5'-difluorobenzoyl) nicotinic acid), FC1=C(C(=O)C2=C(C(=O)O)C=CN=C2)C=C(C=C1)F (3-(2',5'-difluorobenzoyl)isonicotinic acid), [OH-].[Na+] (NaOH), OS(=O)(=O)O (H2SO4), C (charcoal). The solvent is C1CCOC1 (THF), O (water). Conditions: temperature 140 celsius, time 30 minute. The product is FC1=CC=C(C2=C1C(C=1C=CN=CC1C2=O)=O)F (6,9-difluorobenzo[g]isoquinoline-5,10-dione). Yield: 81.0%. Reaction SMILES: [F:1][C:2]1[CH:18]=[CH:17][C:16]([F:19])=[CH:15][C:3]=1[C:4]([C:6]1[C:11]([C:12]([OH:14])=O)=[CH:10][N:9]=[CH:8][CH:7]=1)=[O:5].FC1C=CC(F)=CC=1C(C1C=NC=CC=1C(O)=O)=O.OS(O)(=O)=O.[OH-].[Na+].C>C1COCC1.O>[F:1][C:2]1[C:3]2[C:4](=[O:5])[C:6]3[CH:7]=[CH:8][N:9]=[CH:10][C:11]=3[C:12](=[O:14])[C:15]=2[C:16]([F:19])=[CH:17][CH:18]=1 |f:3.4|. Reported procedure: A solution of the mixture of 4-(2',5'-difluorobenzoyl) nicotinic acid and 3-(2',5'-difluorobenzoyl)isonicotinic acid (120 g, 0.456 mol) in fuming 20% H2SO4 (180 mL) was heated to 140° C. After about 30 minutes, more fuming 20% sulfuric acid (120 mL) was added to the hot reaction mixture in four portions of 30 mL each, every 20 minutes. Twenty minutes after the last addition the reaction mixture was cooled at about 80° C. and then was poured onto iced demineralized water (3000 g of ice and 3000 m... Starting materials: FC1=CC2=C(C(=NO2)C2CCNCC2)C=C1 (6-fluoro-3-(4-piperidinyl)-1,2-benzisoxazole), C(=O)([O-])[O-].[K+].[K+] (K2CO3), BrCCCN1C(C=2C(C1=O)=CC=CC2)=O (N-(3-bromopropyl)phthalimide). Solvent: C(C)#N (acetonitrile). Yields the product FC1=CC2=C(C(=NO2)C2CCN(CC2)CCCN2C(C=3C(C2=O)=CC=CC3)=O)C=C1 (N-[3-[4-(6-fluoro-1,2-benzisoxazol-3-yl)-1-piperidinyl]propyl]phthalimide). As a reaction SMILES: [F:1][C:2]1[CH:16]=[CH:15][C:5]2[C:6]([CH:9]3[CH2:14][CH2:13][NH:12][CH2:11][CH2:10]3)=[N:7][O:8][C:4]=2[CH:3]=1.C([O-])([O-])=O.[K+].[K+].Br[CH2:24][CH2:25][CH2:26][N:27]1[C:31](=[O:32])[C:30]2=[CH:33][CH:34]=[CH:35][CH:36]=[C:29]2[C:28]1=[O:37]>C(#N)C>[F:1][C:2]1[CH:16]=[CH:15][C:5]2[C:6]([CH:9]3[CH2:10][CH2:11][N:12]([CH2:24][CH2:25][CH2:26][N:27]4[C:31](=[O:32])[C:30]5=[CH:33][CH:34]=[CH:35][CH:36]=[C:29]5[C:28]4=[O:37])[CH2:13][CH2:14]3)=[N:7][O:8][C:4]=2[CH:3]=1 |f:1.2.3|. Reported procedure: A mixture of 6-fluoro-3-(4-piperidinyl)-1,2-benzisoxazole (6.44 g, 29.1 mmole), K2CO3 (6.4 g, 46 mmol), N-(3-bromopropyl)phthalimide (8.4 g, 31 mmol) in acetonitrile (150 ml) was heated at reflux for 3.5 hours. The insolubles were filtered. The solvent was removed at reduced pressure and the residue was purified by silica gel column chromatography to give N-[3-[4-(6-fluoro-1,2-benzisoxazol-3-yl)-1-piperidinyl]propyl]phthalimide as a white solid. Recrystallization from ethanol yielded 9.8 g (83%)...